describe an organic reaction: reactants, conditions, products, and yield From a dataset of the Open Reaction Database (ORD), a public repository of structured organic reaction records. The reactants are CCO, Cl, NO, CC(=O)c1ccc(N2CC(CO)OC2=O)cc1, c1ccncc1. Yields the product CC(=NO)c1ccc(N2CC(CO)OC2=O)cc1. Reaction SMILES: [CH2:21]([OH:22])[CH3:23].[ClH:1].[NH2:2][OH:3].[OH:4][CH2:5][CH:6]1[CH2:7][N:8]([c:12]2[cH:13][cH:14][c:15]([C:18]([CH3:19])=[O:20])[cH:16][cH:17]2)[C:9](=[O:11])[O:10]1.[n:24]1[cH:25][cH:26][cH:27][cH:28][cH:29]1>>[N:2]([OH:3])=[C:18]([c:15]1[cH:14][cH:13][c:12]([N:8]2[CH2:7][CH:6]([CH2:5][OH:4])[O:10][C:9]2=[O:11])[cH:17][cH:16]1)[CH3:19]. The product is NC1=C(C=CC=C1)SC1=C(C(=O)O)C=CC(=C1)[N+](=O)[O-] (2-(o-aminophenylthio)-4-nitrobenzoic acid). RXN SMILES: [NH2:1][C:2]1[CH:7]=[CH:6][CH:5]=[CH:4][C:3]=1[SH:8].Cl[C:10]1[CH:18]=[C:17]([N+:19]([O-:21])=[O:20])[CH:16]=[CH:15][C:11]=1[C:12]([OH:14])=[O:13]>>[NH2:1][C:2]1[CH:7]=[CH:6][CH:5]=[CH:4][C:3]=1[S:8][C:10]1[CH:18]=[C:17]([N+:19]([O-:21])=[O:20])[CH:16]=[CH:15][C:11]=1[C:12]([OH:14])=[O:13]. Reactants: 9-Cyano-6H-dibenz[b,e][1,4]oxathiepin, cuprous oxide, NC1=C(C=CC=C1)S (o-aminothiophenol), ClC1=C(C(=O)O)C=CC(=C1)[N+](=O)[O-] (2-chloro-4-nitrobenzoic acid). Procedure: 9-Cyano-6H-dibenz[b,e][1,4]oxathiepin (IIa) may be prepared according to the following general reaction scheme: ##STR6## wherein R2 and R3 are as previously defined, by treating an appropriately substituted (R2 and/or R3) o-aminothiophenol with 2-chloro-4-nitrobenzoic acid in the presence of cuprous oxide to form the corresponding 2-(o-aminophenylthio)-4-nitrobenzoic acid which then is suspended in water, acidified with sulfuric acid, treated with sodium nitrite followed by sodium fluoroborate t... The reactants are FC1=C(C=C(C=C1)[N+](=O)[O-])C(F)(F)F (1-fluoro-4-nitro-2-trifluoromethyl-benzene), N1N=CN=C1 (1,2,4-triazole). Product: N1(N=CN=C1)C1=C(C=C(C=C1)N)C(F)(F)F (4-[1,2,4]Triazol-1-yl-3-trifluoromethyl-phenylamine). RXN SMILES: F[C:2]1[CH:7]=[CH:6][C:5]([N+:8]([O-])=O)=[CH:4][C:3]=1[C:11]([F:14])([F:13])[F:12].[NH:15]1[CH:19]=[N:18][CH:17]=[N:16]1>>[N:15]1([C:2]2[CH:7]=[CH:6][C:5]([NH2:8])=[CH:4][C:3]=2[C:11]([F:14])([F:13])[F:12])[CH:19]=[N:18][CH:17]=[N:16]1. Procedure details: The title compound is obtained in a similar manner as Example 71a using 1-fluoro-4-nitro-2-trifluoromethyl-benzene (Aldrich, Buchs, Switzerland) and 1,2,4-triazole (Fluka, Buchs, Switzerland). Title compound: ES-MS: 229 (M+H)+; analytical HPLC: tret=4.14 minutes (Grad 2). Starting materials: CSc1ncc2cc(-c3ccc(F)c(NC(=O)Nc4cnn(C(C)(C)C)c4)c3)c(=O)n(C(C)C)c2n1, C1CCOC1, CN. Product: CNc1ncc2cc(-c3ccc(F)c(NC(=O)Nc4cnn(C(C)(C)C)c4)c3)c(=O)n(C(C)C)c2n1. RXN SMILES: [C:1]([CH3:2])([CH3:3])([CH3:4])[n:5]1[n:6][cH:7][c:8]([NH:10][C:11](=[O:12])[NH:13][c:14]2[c:15]([F:36])[cH:16][cH:17][c:18](-[c:20]3[cH:21][c:22]4[c:23]([n:24][c:25]([S:28][CH3:29])[n:26][cH:27]4)[n:30]([CH:33]([CH3:34])[CH3:35])[c:31]3=[O:32])[cH:19]2)[cH:9]1.[CH2:39]1[O:40][CH2:41][CH2:42][CH2:43]1.[CH3:37][NH2:38]>>[C:1]([CH3:2])([CH3:3])([CH3:4])[n:5]1[n:6][cH:7][c:8]([NH:10][C:11](=[O:12])[NH:13][c:14]2[c:15]([F:36])[cH:16][cH:17][c:18](-[c:20]3[cH:21][c:22]4[c:23]([n:24][c:25]([NH:38][CH3:37])[n:26][cH:27]4)[n:30]([CH:33]([CH3:34])[CH3:35])[c:31]3=[O:32])[cH:19]2)[cH:9]1. Starting materials: CO, ClCCl, Cc1ncc(CO)cc1F. The product is Cc1ncc(C=O)cc1F. As a reaction SMILES: [CH3:11][OH:12].[Cl:13][CH2:14][Cl:15].[F:1][c:2]1[cH:3][c:4]([CH2:9][OH:10])[cH:5][n:6][c:7]1[CH3:8]>>[F:1][c:2]1[cH:3][c:4]([CH:9]=[O:10])[cH:5][n:6][c:7]1[CH3:8].